This data is from the Open Reaction Database (ORD), a public repository of structured organic reaction records. The task is: describe an organic reaction: reactants, conditions, products, and yield The reactants are CSc1nc(-c2ccc([N+](=O)[O-])cc2)c[nH]1, Cl, O, [Sn]. Yields the product CSc1nc(-c2ccc(N)cc2)c[nH]1. As a reaction SMILES: [CH3:2][S:3][c:4]1[nH:5][cH:6][c:7](-[c:9]2[cH:10][cH:11][c:12]([N+:15]([O-:16])=[O:17])[cH:13][cH:14]2)[n:8]1.[ClH:1].[OH2:19].[Sn:18]>>[CH3:2][S:3][c:4]1[nH:5][cH:6][c:7](-[c:9]2[cH:10][cH:11][c:12]([NH2:15])[cH:13][cH:14]2)[n:8]1. Reactants: O=C([O-])O, CCN(CC)S(F)(F)F, ClCCl, [N-]=[N+]=NCC1CN(Cc2ccccc2)CC1O, [Na+]. The product is [N-]=[N+]=NCC1CN(Cc2ccccc2)CC1F. RXN SMILES: [C:27](=[O:28])([OH:29])[O-:30].[CH2:18]([N:19]([S:20]([F:21])([F:22])[F:24])[CH2:23][CH3:25])[CH3:26].[Cl:32][CH2:33][Cl:34].[N:1](=[N+:2]=[N-:3])[CH2:4][CH:5]1[CH2:6][N:7]([CH2:11][c:12]2[cH:13][cH:14][cH:15][cH:16][cH:17]2)[CH2:8][CH:9]1[OH:10].[Na+:31]>>[N:1](=[N+:2]=[N-:3])[CH2:4][CH:5]1[CH2:6][N:7]([CH2:11][c:12]2[cH:13][cH:14][cH:15][cH:16][cH:17]2)[CH2:8][CH:9]1[F:24]. Reactants: ClC=1C=CC2=C(CCC=3C(=NC=CC3)C2=C2CCNCC2)C1 (4-(8-chloro-5,6-dihydro-11H-benzo[5,6]cyclohepta(1,2-b]pyridin-11-ylidene)-piperidine), [O-]S(=O)(=O)[O-].[Mg+2] (MgSO4), CCOCC (Et2O), [O-]S(=O)(=O)[O-].[Na+].[Na+] (Na2SO4). Run in C1CCOC1 (THF). Run at time 30 minute. The product is N1CCC(CC1)C1C2=C(CCC=3C1=NC=CC3)C=CC=C2 (6,11-Dihydro-11-(4-Piperidinyl)-5H-Benzo[5,6]-Cyclohepta[1,2-b]Pyridine). Reaction SMILES: Cl[C:2]1[CH:3]=[CH:4][C:5]2[C:15](=[C:16]3[CH2:21][CH2:20][NH:19][CH2:18][CH2:17]3)[C:10]3=[N:11][CH:12]=[CH:13][CH:14]=[C:9]3[CH2:8][CH2:7][C:6]=2[CH:22]=1.CCOCC.[O-]S([O-])(=O)=O.[Na+].[Na+].[O-]S([O-])(=O)=O.[Mg+2]>C1COCC1>[NH:19]1[CH2:18][CH2:17][CH:16]([CH:15]2[C:10]3=[N:11][CH:12]=[CH:13][CH:14]=[C:9]3[CH2:8][CH2:7][C:6]3[CH:22]=[CH:2][CH:3]=[CH:4][C:5]2=3)[CH2:21][CH2:20]1 |f:2.3.4,5.6|. Procedure details: To a solution 66.27 g (0.21 mole) of 4-(8-chloro-5,6-dihydro-11H-benzo[5,6]cyclohepta(1,2-b]pyridin-11-ylidene)-piperidine (product from Preparative Example 1 Example, step G), in THF (1 L) was added LiAIH4 (24.32 g, 0.64 mole) and the reaction mixture was heated to reflux overnight. The reaction mixture was then cooled to room temperature and ~3 L of Et2O is added followed by dropwise addition of saturated Na2SO4 until a white gray precipitate forms. MgSO4 was then added to the separated organi... Reactants: [F-].[K+] (KF), C(=C)[Sn](CCCC)(CCCC)CCCC (Vinyl tributyltin), C1(=CC=CC=C1)P(C1=CC=CC=C1)C1=CC=CC=C1 (triphenylphosphine), ClC1=C(C=C2C(=N1)N(N=C2C)C)C#N (6-Chloro-1,3-dimethyl-1H-pyrazolo[3,4-b]pyridine-5-carbonitrile). Reagents/catalysts: C=1C=CC(=CC1)[P](C=2C=CC=CC2)(C=3C=CC=CC3)[Pd]([P](C=4C=CC=CC4)(C=5C=CC=CC5)C=6C=CC=CC6)([P](C=7C=CC=CC7)(C=8C=CC=CC8)C=9C=CC=CC9)[P](C=1C=CC=CC1)(C=1C=CC=CC1)C=1C=CC=CC1 (Pd(PPh3)4). The solvent is C1(=CC=CC=C1)C (toluene). Yields the product CN1N=C(C=2C1=NC(=C(C2)C#N)C=C)C (1,3-dimethyl-6-vinyl-1H-pyrazolo[3,4-b]pyridine-5-carbonitrile). Isolated yield 96.3%. Reaction SMILES: Cl[C:2]1[N:7]=[C:6]2[N:8]([CH3:12])[N:9]=[C:10]([CH3:11])[C:5]2=[CH:4][C:3]=1[C:13]#[N:14].[CH:15]([Sn](CCCC)(CCCC)CCCC)=[CH2:16].C1(P(C2C=CC=CC=2)C2C=CC=CC=2)C=CC=CC=1.[F-].[K+]>C1(C)C=CC=CC=1.C1C=CC([P]([Pd]([P](C2C=CC=CC=2)(C2C=CC=CC=2)C2C=CC=CC=2)([P](C2C=CC=CC=2)(C2C=CC=CC=2)C2C=CC=CC=2)[P](C2C=CC=CC=2)(C2C=CC=CC=2)C2C=CC=CC=2)(C2C=CC=CC=2)C2C=CC=CC=2)=CC=1>[CH3:12][N:8]1[C:6]2=[N:7][C:2]([CH:15]=[CH2:16])=[C:3]([C:13]#[N:14])[CH:4]=[C:5]2[C:10]([CH3:11])=[N:9]1 |f:3.4,^1:61,63,82,101|. Reported procedure: 6-Chloro-1,3-dimethyl-1H-pyrazolo[3,4-b]pyridine-5-carbonitrile (2.71 g, 13.1 mmol) was dissolved in toluene (45 mL). Vinyl tributyltin (5 g, 15.8 mmol) and triphenylphosphine (103 mg, 3.93 mmol) were added, followed by Pd(PPh3)4 (151 mg, 0.13 mmol). The reaction mixture was heated at reflux for 2 hours, allowed to cool to room temperature, and then treated with saturated aqueous KF solution for 30 minutes. The precipitated solid (tributyltin fluoride) was removed by filtration. The aqueous laye... Run at temperature 0 celsius. Run in C(Cl)Cl (methylene chloride), C(Cl)Cl (methylene chloride). Isolated yield 71.4%. Product: C(CCCCCCCCC)(=O)C1=CC=C(C=C1)C1=CC=C(C=C1)C1=CC=CC=C1 (4-decanoyl-p-terphenyl). Procedure details: A reaction vessel was charged with 5.7 g of p-terphenyl and 40 ml of methylene chloride. To this mixture was added 4 g of anhydrous aluminum chloride with stirring at 0° C. A solution of 5.2 g of decanoyl chloride in 10 ml of methylene chloride was added dropwise. After the dropwise addition, the mixture was stirred for 5 hours. The reaction liquid was poured into diluted hydrochloric acid and the mixture was stirred well. Insolubles were collected by filtration, washed and dried to obtain 6.8 g... Starting materials: Cl (hydrochloric acid), C1(=CC=CC=C1)C1=CC=C(C=C1)C1=CC=CC=C1 (p-terphenyl), [Cl-].[Al+3].[Cl-].[Cl-] (aluminum chloride), C(CCCCCCCCC)(=O)Cl (decanoyl chloride). RXN SMILES: [C:1]1([C:7]2[CH:12]=[CH:11][C:10]([C:13]3[CH:18]=[CH:17][CH:16]=[CH:15][CH:14]=3)=[CH:9][CH:8]=2)[CH:6]=[CH:5][CH:4]=[CH:3][CH:2]=1.[Cl-].[Al+3].[Cl-].[Cl-].[C:23](Cl)(=[O:33])[CH2:24][CH2:25][CH2:26][CH2:27][CH2:28][CH2:29][CH2:30][CH2:31][CH3:32].Cl>C(Cl)Cl>[C:23]([C:4]1[CH:3]=[CH:2][C:1]([C:7]2[CH:12]=[CH:11][C:10]([C:13]3[CH:14]=[CH:15][CH:16]=[CH:17][CH:18]=3)=[CH:9][CH:8]=2)=[CH:6][CH:5]=1)(=[O:33])[CH2:24][CH2:25][CH2:26][CH2:27][CH2:28][CH2:29][CH2:30][CH2:31][CH3:32] |f:1.2.3.4|. The reactants are C(C1=CC=CC=C1)OC(=O)N1CC(CCC1)C=CC1=C(N=C(S1)C1=CC=C(C=C1)Cl)C (1-Benzyloxycarbonyl-3-[2-[2-(4-chlorophenyl)-4-methylthiazol-5-yl]ethenyl]piperidine). Run in Cl (hydrochloric acid). The product is ClC1=CC=C(C=C1)C=1SC(=C(N1)C)C=CC1CNCCC1 (3-[2-[2-(4-Chlorophenyl)-4-methylthiazol-5-yl]ethenyl]piperidine). The yield is 91.8%. RXN SMILES: C(OC([N:11]1[CH2:16][CH2:15][CH2:14][CH:13]([CH:17]=[CH:18][C:19]2[S:23][C:22]([C:24]3[CH:29]=[CH:28][C:27]([Cl:30])=[CH:26][CH:25]=3)=[N:21][C:20]=2[CH3:31])[CH2:12]1)=O)C1C=CC=CC=1>Cl>[Cl:30][C:27]1[CH:28]=[CH:29][C:24]([C:22]2[S:23][C:19]([CH:18]=[CH:17][CH:13]3[CH2:14][CH2:15][CH2:16][NH:11][CH2:12]3)=[C:20]([CH3:31])[N:21]=2)=[CH:25][CH:26]=1. Procedure: 1-Benzyloxycarbonyl-3-[2-[2-(4-chlorophenyl)-4-methylthiazol-5-yl]ethenyl]piperidine (1.16 g, 2.56 mmol) in 6 mol/L hydrochloric acid (25 mL) was stirred for 1 hour while being refluxed. Subsequently, the reaction mixture washed with ethyl acetate. A 10 mol/L aqueous sodium hydroxide solution was then added to make the mixture basic and the mixture was extracted with ethyl acetate. The extract washed with brine, followed by drying over magnesium sulfate and evaporation of the solvent. The residu...